Dataset: the Open Reaction Database (ORD), a public repository of structured organic reaction records. Task: describe an organic reaction: reactants, conditions, products, and yield Reactants: COC([C@@H](N)CC1=CC=C(C=C1)N)=O (p-aminophenylalanine methyl ester), CN (methylamine). The solvent is C(C)O (ethanol), C(C)O (ethanol). Conditions: time 24 hour. The product is CNC([C@@H](N)CC1=CC=C(C=C1)N)=O (p-Aminophenylalanine-N-methylamide). The yield is 100.0%. Reaction SMILES: CO[C:3](=[O:14])[C@H:4]([CH2:6][C:7]1[CH:12]=[CH:11][C:10]([NH2:13])=[CH:9][CH:8]=1)[NH2:5].[CH3:15][NH2:16]>C(O)C>[CH3:15][NH:16][C:3](=[O:14])[C@H:4]([CH2:6][C:7]1[CH:8]=[CH:9][C:10]([NH2:13])=[CH:11][CH:12]=1)[NH2:5]. Reported procedure: To a stirred solution of p-aminophenylalanine methyl ester (1.7 g, 8.8 mmol) in ethanol (150 ml) was added methylamine in ethanol (33%/8M) (100 ml). After stirring at room temperature for 24 hours the reaction mixture was reduced under pressure to yield the title compound as a brown solid (1.7 g, 100%)